This data is from the Open Reaction Database (ORD), a public repository of structured organic reaction records. The task is: describe an organic reaction: reactants, conditions, products, and yield Reactants: [BH4-], CO, CC(C)(COc1ccc(Cl)cc1)C(=O)C(Oc1ccc(Cl)cc1)n1ccnc1, Cl, [Na+]. Yields the product CC(C)(COc1ccc(Cl)cc1)C(O)C(Oc1ccc(Cl)cc1)n1ccnc1. As a reaction SMILES: [BH4-:29].[CH3:32][OH:33].[Cl:1][c:2]1[cH:3][cH:4][c:5]([O:6][CH:7]([C:8]([C:9]([CH2:10][O:11][c:12]2[cH:13][cH:14][c:15]([Cl:18])[cH:16][cH:17]2)([CH3:19])[CH3:20])=[O:21])[n:22]2[cH:23][n:24][cH:25][cH:26]2)[cH:27][cH:28]1.[ClH:31].[Na+:30]>>[Cl:1][c:2]1[cH:3][cH:4][c:5]([O:6][CH:7]([CH:8]([C:9]([CH2:10][O:11][c:12]2[cH:13][cH:14][c:15]([Cl:18])[cH:16][cH:17]2)([CH3:19])[CH3:20])[OH:21])[n:22]2[cH:23][n:24][cH:25][cH:26]2)[cH:27][cH:28]1. Reactants: C(C)(C)(C)OC(NCCCN1C2=NC(=NC(=C2N=C1OC)N)OCCCC)=O (tert-Butyl[3-(6-amino-2-butoxy-8-methoxy-9H-purin-9-yl)propyl]carbamate), Cl (HCl). The solvent is C(C)OCC.CCCC(C)C (diethyl ether isohexane), O1CCOCC1 (dioxane). Reaction conditions: time 20 hour. Product: NC1=C2NC(N(C2=NC(=N1)OCCCC)CCCN)=O (6-Amino-9-(3-aminopropyl)-2-butoxy-7,9-dihydro-8H-purin-8-one). RXN SMILES: C(OC(=O)[NH:7][CH2:8][CH2:9][CH2:10][N:11]1[C:19]([O:20]C)=[N:18][C:17]2[C:12]1=[N:13][C:14]([O:23][CH2:24][CH2:25][CH2:26][CH3:27])=[N:15][C:16]=2[NH2:22])(C)(C)C.Cl>C(OCC)C.CCCC(C)C.O1CCOCC1>[NH2:22][C:16]1[N:15]=[C:14]([O:23][CH2:24][CH2:25][CH2:26][CH3:27])[N:13]=[C:12]2[C:17]=1[NH:18][C:19](=[O:20])[N:11]2[CH2:10][CH2:9][CH2:8][NH2:7] |f:2.3|. Reported procedure: The product from step (i) (1.1 g) was dissolved in methanol/DCM (1/1, 40 ml). 4N—HCl in dioxane (10 ml) was added and the mixture stirred at rt for 20 h. The resultant was concentrated under reduced pressure, which afforded the subtitle compound. Yield 0.9 g. The reactants are C1(CCC1)C=1N=C(SC1)/C=C/C=1C=C(C=CC1)N ((E)-3-[2-[4-(cyclobutyl)-2-thiazolyl]ethenyl]benzeneamine), C(C)(=O)OC1=CC=C2C(CC(=O)OC2=O)=C1 (5-acetoxyhomophthalic anhydride). Run in C1(=CC=CC=C1)C (toluene). Product: C(C)(=O)OC=1C=CC(=C(C(=O)O)C1)CC(=O)NC1=CC(=CC=C1)\C=C\C=1SC=C(N1)C1CCC1 ((E)-5-acetoxy-2-[2-[3-[2-[4-(cyclobutyl)-2-thiazolyl]ethenyl]phenylamino]-2-oxoethyl]benzoic acid). Isolated yield 148.2%. Reaction SMILES: [CH:1]1([C:5]2[N:6]=[C:7](/[CH:10]=[CH:11]/[C:12]3[CH:13]=[C:14]([NH2:18])[CH:15]=[CH:16][CH:17]=3)[S:8][CH:9]=2)[CH2:4][CH2:3][CH2:2]1.C(O[C:23]1[CH:34]=[C:27]2[CH2:28][C:29]([O:31][C:32](=[O:33])[C:26]2=[CH:25][CH:24]=1)=[O:30])(=O)C>C1(C)C=CC=CC=1>[C:29]([O:31][C:24]1[CH:23]=[CH:34][C:27]([CH2:28][C:29]([NH:18][C:14]2[CH:15]=[CH:16][CH:17]=[C:12](/[CH:11]=[CH:10]/[C:7]3[S:8][CH:9]=[C:5]([CH:1]4[CH2:4][CH2:3][CH2:2]4)[N:6]=3)[CH:13]=2)=[O:30])=[C:26]([CH:25]=1)[C:32]([OH:31])=[O:33])(=[O:30])[CH3:28]. Reported procedure: A mixture composed of 0.58 g of (E)-3-[2-[4-(cyclobutyl)-2-thiazolyl]ethenyl]benzeneamine, 0.48 g of 5-acetoxyhomophthalic anhydride and 50 ml of toluene was heated on a steam bath for 0.5 hr. The mixture was cooled and the solids that formed were isolated by filtration to yield 0.77 g of (E)-5-acetoxy-2-[2-[3-[2-[4-(cyclobutyl)-2-thiazolyl]ethenyl]phenylamino]-2-oxoethyl]benzoic acid; m.p. 176°-179° C. after trituration with hot acetonitrile. The reactants are BrC=1C=C(C=CC1)OC (3-bromoanisole), C(C1=CC=CC=C1)N1CC(CCC1)=O (N-benzyl-3-piperidinone), ice water, [Mg] (magnesium). Solvent: C1CCOC1 (THF), C1CCOC1 (THF), C1CCOC1 (THF). Reaction conditions: temperature 50 celsius, time 4 hour. Product: C(C1=CC=CC=C1)N1CC(CCC1)(O)C1=CC(=CC=C1)OC (1-benzyl-3-(3-methoxy-phenyl)-piperidin-3-ol). The yield is 81.2%. Reaction SMILES: [Mg].Br[C:3]1[CH:4]=[C:5]([O:9][CH3:10])[CH:6]=[CH:7][CH:8]=1.[CH2:11]([N:18]1[CH2:23][CH2:22][CH2:21][C:20](=[O:24])[CH2:19]1)[C:12]1[CH:17]=[CH:16][CH:15]=[CH:14][CH:13]=1>C1COCC1>[CH2:11]([N:18]1[CH2:23][CH2:22][CH2:21][C:20]([C:3]2[CH:8]=[CH:7][CH:6]=[C:5]([O:9][CH3:10])[CH:4]=2)([OH:24])[CH2:19]1)[C:12]1[CH:13]=[CH:14][CH:15]=[CH:16][CH:17]=1. Procedure details: To a suspension of magnesium (7.8 g, 325 mmol) in THF (120 mL) at room temperature under a nitrogen atmosphere was added a solution of 3-bromoanisole (37.5 mL, 296 mmol) in THF (60 mL) over 10 min. The resulting mixture was stirred at 50° C. for 4 hours and was cooled to room temperature. To the mixture was added a solution an N-benzyl-3-piperidinone (30.0 g, 159 mmol) in THF (50 mL). The reaction was stirred at room for 10 hours. The mixture was poured slowly over ice-water (100 mL) and the aqu...